describe an organic reaction: reactants, conditions, products, and yield From a dataset of the Open Reaction Database (ORD), a public repository of structured organic reaction records. Starting materials: CCCC[N+](CCCC)(CCCC)CCCC, CN(C)C=O, COC(=O)c1ccc(O)c(C=O)c1, C=C(CCl)CCl, Cl, [I-], O. Product: C=C(CCl)COc1ccc(C(=O)OC)cc1C=O. As a reaction SMILES: [CH2:27]([N+:28]([CH2:29][CH2:30][CH2:31][CH3:32])([CH2:33][CH2:34][CH2:35][CH3:36])[CH2:37][CH2:38][CH2:39][CH3:40])[CH2:41][CH2:42][CH3:43].[CH3:1][N:2]([CH3:3])[CH:4]=[O:5].[CH:12](=[O:13])[c:14]1[cH:15][c:16]([C:17](=[O:18])[O:19][CH3:20])[cH:21][cH:22][c:23]1[OH:24].[Cl:6][CH2:7][C:8](=[CH2:9])[CH2:10][Cl:11].[ClH:25].[I-:26].[OH2:44]>>[Cl:6][CH2:7][C:8](=[CH2:9])[CH2:10][O:24][c:23]1[c:14]([CH:12]=[O:13])[cH:15][c:16]([C:17](=[O:18])[O:19][CH3:20])[cH:21][cH:22]1.